describe an organic reaction: reactants, conditions, products, and yield From a dataset of the Open Reaction Database (ORD), a public repository of structured organic reaction records. Starting materials: FC1=C(C=CC(=C1)F)N=C=O (2,4-Difluorophenyl isocyanate), NC=1C=C(C=NC1Cl)C1=C(N=C(S1)NC(C)=O)C (N-[5-(5-amino-6-chloropyridin-3-yl)-4-methyl-1,3-thiazol-2-yl]acetamide), resultant solution. The solvent is C1CCOC1 (THF). Reaction conditions: temperature 50 celsius. The product is ClC1=C(C=C(C=N1)C1=C(N=C(S1)NC(C)=O)C)NC(=O)NC1=C(C=C(C=C1)F)F (N-(5-{6-Chloro-5-[3-(2,4-difluorophenyl)ureido]-pyridin-3-yl}-4-methyl-1,3-thiazol-2-yl)acetamide). RXN SMILES: [F:1][C:2]1[CH:7]=[C:6]([F:8])[CH:5]=[CH:4][C:3]=1[N:9]=[C:10]=[O:11].[NH2:12][C:13]1[CH:14]=[C:15]([C:20]2[S:24][C:23]([NH:25][C:26](=[O:28])[CH3:27])=[N:22][C:21]=2[CH3:29])[CH:16]=[N:17][C:18]=1[Cl:19]>C1COCC1>[Cl:19][C:18]1[N:17]=[CH:16][C:15]([C:20]2[S:24][C:23]([NH:25][C:26](=[O:28])[CH3:27])=[N:22][C:21]=2[CH3:29])=[CH:14][C:13]=1[NH:12][C:10]([NH:9][C:3]1[CH:4]=[CH:5][C:6]([F:8])=[CH:7][C:2]=1[F:1])=[O:11]. Reported procedure: 2,4-Difluorophenyl isocyanate (0.022 mL) was added to a stirred solution of N-[5-(5-amino-6-chloropyridin-3-yl)-4-methyl-1,3-thiazol-2-yl]acetamide (50 mg) in THF (1 mL) and the resultant solution was stirred and heated to 50° C. for 1 hour. The mixture was cooled to room temperature and concentrated by evaporation. The residue was purified by preparative HPLC. There was thus obtained the title compound as a white solid (20 mg); 1H NMR Spectrum: (DMSOd6) 2.16 (s, 3H), 2.39 (s, 3H), 7.05-7.08 (m,...